This data is from the Open Reaction Database (ORD), a public repository of structured organic reaction records. The task is: describe an organic reaction: reactants, conditions, products, and yield The reactants are C(C)(=O)OC1=CC=CC2=C1CCCC(N2)=S (1,3,4,5-tetrahydro-6-acetoxy-2H-1-benzazepin-2-thione), F[B-](F)(F)F.C[O+](C)C (trimethyloxonium tetrafluoroborate), O (water). Run in C(Cl)Cl (CH2Cl2). The product is C(C)(=O)OC1=CC=CC2=C1CCCC(=N2)SC (4,5-dihydro-6-acetoxy-2-methylthio-3H-benzazepine). Isolated yield 91.8%. As a reaction SMILES: [C:1]([O:4][C:5]1[C:10]2[CH2:11][CH2:12][CH2:13][C:14](=[S:16])[NH:15][C:9]=2[CH:8]=[CH:7][CH:6]=1)(=[O:3])[CH3:2].F[B-](F)(F)F.[CH3:22][O+](C)C.O>C(Cl)Cl>[C:1]([O:4][C:5]1[C:10]2[CH2:11][CH2:12][CH2:13][C:14]([S:16][CH3:22])=[N:15][C:9]=2[CH:8]=[CH:7][CH:6]=1)(=[O:3])[CH3:2] |f:1.2|. Procedure details: To a solution of 1,3,4,5-tetrahydro-6-acetoxy-2H-1-benzazepin-2-thione (235 mg, 1.0 mmol) in 25 mL of CH2Cl2 was added at 0° 295 mg (2.0 mmol) of trimethyloxonium tetrafluoroborate. After stirring at room temperature for about 30 min. water was added and the CH2Cl2 layer was separated. Drying over Na2SO4 and removal of the solvent gave 229 mg of 4,5-dihydro-6-acetoxy-2-methylthio-3H-benzazepine.